Task: describe an organic reaction: reactants, conditions, products, and yield. Dataset: the Open Reaction Database (ORD), a public repository of structured organic reaction records The reactants are [N+](=O)([O-])C=1C=C2C(=CNC2=CC1)CCN1C(C2=CC=CC=C2C1=O)=O (2-(2-(5-nitro-1H-indol-3-yl)ethyl)isoindole-1,3-dione), CO (MeOH). The reagents and catalysts are O=[Pt]=O (PtO2). Run in C1CCOC1 (THF). Yields the product NC=1C=C2C(=CNC2=CC1)CCN1C(C2=CC=CC=C2C1=O)=O (2-(2-(5-Amino-1H-indol-3-yl)ethyl)isoindole-1,3-dione). Reaction SMILES: [N+:1]([C:4]1[CH:5]=[C:6]2[C:10](=[CH:11][CH:12]=1)[NH:9][CH:8]=[C:7]2[CH2:13][CH2:14][N:15]1[C:23](=[O:24])[C:22]2[C:17](=[CH:18][CH:19]=[CH:20][CH:21]=2)[C:16]1=[O:25])([O-])=O.CO>O=[Pt]=O.C1COCC1>[NH2:1][C:4]1[CH:5]=[C:6]2[C:10](=[CH:11][CH:12]=1)[NH:9][CH:8]=[C:7]2[CH2:13][CH2:14][N:15]1[C:16](=[O:25])[C:17]2[C:22](=[CH:21][CH:20]=[CH:19][CH:18]=2)[C:23]1=[O:24]. Reported procedure: Combine a mixture of 2-(2-(5-nitro-1H-indol-3-yl)ethyl)isoindole-1,3-dione (1.8 g, 5.4 mmol), PtO2 (500 mg), 100 mL MeOH and 100 mL THF and hydrogenate at atmospheric pressure overnight. Filter the reaction through a pad of celite and concentrate to dryness. Redissolve the residue in 50/50 chloroform/dichloromethane and refilter through a pad of celite. Concentration under vacuum give the title compound as a dark solid: ISMS 306 (M+1); Analysis for C18H13N3O4 0.1C7H8 0.2 dichloromethane: calcd: ...